From a dataset of the Open Reaction Database (ORD), a public repository of structured organic reaction records. describe an organic reaction: reactants, conditions, products, and yield Reactants: C(C)(C)(C)OC(=O)NCC(=O)O (N-t-butoxycarbonylglycine), IC(C#C)O (iodopropargyl alcohol), Cl.CN(CCCN=C=NCC)C (1-(3-dimethylaminopropyl)-3-ethylcarbodiimide hydrochloride). The reagents and catalysts are CN(C1=CC=NC=C1)C (4-dimethylaminopyridine). Solvent: ClCCl (dichloromethane). Reaction conditions: temperature 0 celsius, time 0.5 hour. The product is IC(C#C)OC(CNC(=O)OC(C)(C)C)=O (N-t-butoxycarbonylglycine iodopropargyl ester). Isolated yield 96.5%. RXN SMILES: [C:1]([O:5][C:6]([NH:8][CH2:9][C:10]([OH:12])=[O:11])=[O:7])([CH3:4])([CH3:3])[CH3:2].[I:13][CH:14](O)[C:15]#[CH:16].Cl.CN(C)CCCN=C=NCC>ClCCl.CN(C)C1C=CN=CC=1>[I:13][CH:14]([O:11][C:10](=[O:12])[CH2:9][NH:8][C:6]([O:5][C:1]([CH3:4])([CH3:2])[CH3:3])=[O:7])[C:15]#[CH:16] |f:2.3|. Procedure: To a magnetically stirred solution of N-t-butoxycarbonylglycine (3.00 g., 17.12 mmole) and iodopropargyl alcohol (3.12 g., 17.15 mmole) in anhydrous dichloromethane (40 ml.) cooled to 0° C. with an ice-bath was added 4-dimethylaminopyridine (0.21 g., 1.72 mmole) followed by 1-(3-dimethylaminopropyl)-3-ethylcarbodiimide hydrochloride (3.61 g., 18.83 mmole). After stirring at 0° C. for 1/2 hour, the reaction mixture was stored in a refrigerator at 6° C. overnight. The reaction mixture was transfer... Reactants: C(C)(=O)NC(C(=O)OC)=C (methyl 2-acetamidoacrylate), O=O (oxygen). The reagents and catalysts are catalyst ( I ). The solvent is CO (methanol). The product is COC([C@H](NC(C)=O)C)=O ((R)-N-acetylalanine methyl ester). As a reaction SMILES: [C:1]([NH:4][C:5](=[CH2:10])[C:6]([O:8][CH3:9])=[O:7])(=[O:3])[CH3:2].O=O>CO>[CH3:9][O:8][C:6](=[O:7])[C@@H:5]([CH3:10])[NH:4][C:1](=[O:3])[CH3:2]. Procedure details: A solution of methyl 2-acetamidoacrylate (22 mg, 0.15 mmol) and the catalyst (I) (1 mg, 0.0015, 1 mol %) in degassed methanol (1 ml) was prepared under exclusion of oxygen in a GC-vial. The vial was placed in a 50 ml Parr reactor which was purged with hydrogen and charged to 3.41 MPa (500 psi). After hydrogenation of the mixture overnight, the solvent was evaporated to give the (R)-N-acetylalanine methyl ester (complete conversion, 62.8% ee). Reactants: [Al+3], BrCCC=C1Cc2ccccc2Oc2ncccc21, CC(=O)Cl, [Cl-], [Cl-], [Cl-], ClCCl. Yields the product CC(=O)c1cccc2c1CC(=CCCBr)c1cccnc1O2. As a reaction SMILES: [Al+3:21].[Br:1][CH2:2][CH2:3][CH:4]=[C:5]1[CH2:6][c:7]2[c:8]([cH:16][cH:17][cH:18][cH:19]2)[O:9][c:10]2[n:11][cH:12][cH:13][cH:14][c:15]21.[CH3:24][C:25]([Cl:26])=[O:27].[Cl-:20].[Cl-:22].[Cl-:23].[Cl:28][CH2:29][Cl:30]>>[Br:1][CH2:2][CH2:3][CH:4]=[C:5]1[CH2:6][c:7]2[c:8]([cH:16][cH:17][cH:18][c:19]2[C:25]([CH3:24])=[O:27])[O:9][c:10]2[n:11][cH:12][cH:13][cH:14][c:15]21. The reactants are Cc1ccc(CNc2ncccc2N)o1, CCOC(=O)N1CCCC(N=C=S)CC1, C1CCOC1. Product: CCOC(=O)N1CCCC(NC(=S)Nc2cccnc2NCc2ccc(C)o2)CC1. RXN SMILES: [CH3:16][c:17]1[cH:18][cH:19][c:20]([CH2:22][NH:23][c:24]2[n:25][cH:26][cH:27][cH:28][c:29]2[NH2:30])[o:21]1.[N:1](=[C:2]=[S:3])[CH:4]1[CH2:5][CH2:6][N:7]([C:11](=[O:12])[O:13][CH2:14][CH3:15])[CH2:8][CH2:9][CH2:10]1.[O:31]1[CH2:32][CH2:33][CH2:34][CH2:35]1>>[NH:1]([C:2](=[S:3])[NH:30][c:29]1[c:24]([NH:23][CH2:22][c:20]2[cH:19][cH:18][c:17]([CH3:16])[o:21]2)[n:25][cH:26][cH:27][cH:28]1)[CH:4]1[CH2:5][CH2:6][N:7]([C:11](=[O:12])[O:13][CH2:14][CH3:15])[CH2:8][CH2:9][CH2:10]1. Reactants: [BH3-]C#N, CC(=O)O, CCO, Cn1ccnc1Sc1ccc(Nc2c(C#N)cnc3cc(N4CCC(N5CCCC5)CC4)c(N)cc23)cc1Cl, [Na+]. Product: CNc1cc2c(Nc3ccc(Sc4nccn4C)c(Cl)c3)c(C#N)cnc2cc1N1CCC(N2CCCC2)CC1. As a reaction SMILES: [C:40]([BH3-:41])#[N:42].[CH3:44][C:45](=[O:46])[OH:47].[CH3:48][CH2:49][OH:50].[NH2:1][c:2]1[cH:3][c:4]2[c:5]([NH:25][c:26]3[cH:27][c:28]([Cl:39])[c:29]([S:32][c:33]4[n:34]([CH3:38])[cH:35][cH:36][n:37]4)[cH:30][cH:31]3)[c:6]([C:23]#[N:24])[cH:7][n:8][c:9]2[cH:10][c:11]1[N:12]1[CH2:13][CH2:14][CH:15]([N:18]2[CH2:19][CH2:20][CH2:21][CH2:22]2)[CH2:16][CH2:17]1.[Na+:43]>>[NH:1]([c:2]1[cH:3][c:4]2[c:5]([NH:25][c:26]3[cH:27][c:28]([Cl:39])[c:29]([S:32][c:33]4[n:34]([CH3:38])[cH:35][cH:36][n:37]4)[cH:30][cH:31]3)[c:6]([C:23]#[N:24])[cH:7][n:8][c:9]2[cH:10][c:11]1[N:12]1[CH2:13][CH2:14][CH:15]([N:18]2[CH2:19][CH2:20][CH2:21][CH2:22]2)[CH2:16][CH2:17]1)[CH3:40].